This data is from the Open Reaction Database (ORD), a public repository of structured organic reaction records. The task is: describe an organic reaction: reactants, conditions, products, and yield The reactants are CC(CCNCC1=CC=C(S1)B(O)O)C ((5-{[(3-methylbutyl)amino]methyl}-2-thienyl)boronic acid), BrC=1C=C2C(=CNC2=C(C1)C(=O)N)C1CCN(CC1)S(=O)(=O)CC (5-bromo-3-[1-(ethylsulfonyl)-4-piperidinyl]-1H-indole-7-carboxamide), C(=O)([O-])[O-].[K+].[K+] (K2CO3). Reagents/catalysts: C=1C=CC(=CC1)[P](C=2C=CC=CC2)(C=3C=CC=CC3)[Pd]([P](C=4C=CC=CC4)(C=5C=CC=CC5)C=6C=CC=CC6)([P](C=7C=CC=CC7)(C=8C=CC=CC8)C=9C=CC=CC9)[P](C=1C=CC=CC1)(C=1C=CC=CC1)C=1C=CC=CC1 (tetrakis(triphenylphosphine)palladium(0)). Product: C(C)S(=O)(=O)N1CCC(CC1)C1=CNC2=C(C=C(C=C12)C=1SC(=CC1)CNCCC(C)C)C(=O)N (3-[1-(ethylsulfonyl)-4-piperidinyl]-5-(5-{[(3-methylbutyl)amino]methyl}-2-thienyl)-1H-indole-7-carboxamide). Yield: 37.0%. Reaction SMILES: [CH3:1][CH:2]([CH3:15])[CH2:3][CH2:4][NH:5][CH2:6][C:7]1[S:11][C:10](B(O)O)=[CH:9][CH:8]=1.Br[C:17]1[CH:18]=[C:19]2[C:23](=[C:24]([C:26]([NH2:28])=[O:27])[CH:25]=1)[NH:22][CH:21]=[C:20]2[CH:29]1[CH2:34][CH2:33][N:32]([S:35]([CH2:38][CH3:39])(=[O:37])=[O:36])[CH2:31][CH2:30]1.C([O-])([O-])=O.[K+].[K+]>C1C=CC([P]([Pd]([P](C2C=CC=CC=2)(C2C=CC=CC=2)C2C=CC=CC=2)([P](C2C=CC=CC=2)(C2C=CC=CC=2)C2C=CC=CC=2)[P](C2C=CC=CC=2)(C2C=CC=CC=2)C2C=CC=CC=2)(C2C=CC=CC=2)C2C=CC=CC=2)=CC=1>[CH2:38]([S:35]([N:32]1[CH2:31][CH2:30][CH:29]([C:20]2[C:19]3[C:23](=[C:24]([C:26]([NH2:28])=[O:27])[CH:25]=[C:17]([C:10]4[S:11][C:7]([CH2:6][NH:5][CH2:4][CH2:3][CH:2]([CH3:15])[CH3:1])=[CH:8][CH:9]=4)[CH:18]=3)[NH:22][CH:21]=2)[CH2:34][CH2:33]1)(=[O:37])=[O:36])[CH3:39] |f:2.3.4,^1:49,51,70,89|. Reported procedure: Following the general procedure of 3-[1-(ethylsulfonyl)-4-piperidinyl]-5-(5-{[(2-methylbutyl)amino]methyl}-2-thienyl)-1H-indole-7-carboxamide, (5-formyl-2-thienyl)boronic acid (50 mg, 0.32 mmol), (3-methylbutyl)amine (28 mg, 0.32 mmol), and NaCNBH3 (40 mg, 0.64 mmol) were reacted to give 46 mg of crude (5-{[(3-methylbutyl)amino]methyl}-2-thienyl)boronic acid. The crude (5-{[(3-methylbutyl)amino]methyl}-2-thienyl)boronic acid was then reacted with 5-bromo-3-[1-(ethylsulfonyl)-4-piperidinyl]-1H-in... Conditions: time 15 hour. Procedure: To a flask containing 1, 2, 4a, 5-tetrahydro-8-nitro-pyrazino[2, 1-c] [1, 4]benzoxazine-3(4 H)-carboxylic acid phenylmethyl ester (Step 6, 2.75 g, 7.45 mmol) in tetrahydrofuran (100 mL) and methanol (50 mL) is added 10% palladium on carbon (2.00 g) and ammonium formate (4.69 g, 74.45 mmol), heated to reflux for 2 hours and stirred at ambient temperature for 15 hours. The mixture is filtered through celite and concentrated in vacuo. To the residue dissolved in water (15 mL) and acetone (15 mL) co... RXN SMILES: [C:1]1([CH2:7][O:8][C:9]([N:11]2[CH2:20][CH2:19][N:18]3[CH:13]([CH2:14][O:15][C:16]4[CH:24]=[C:23]([N+:25]([O-])=O)[CH:22]=[CH:21][C:17]=43)[CH2:12]2)=[O:10])[CH:6]=[CH:5][CH:4]=[CH:3][CH:2]=1.C([O-])=O.[NH4+].C(=O)([O-])[O-].[K+].[K+].[CH2:38]([O:45][C:46](Cl)=[O:47])[C:39]1[CH:44]=[CH:43][CH:42]=[CH:41][CH:40]=1>O1CCCC1.CO.[Pd]>[C:1]1([CH2:7][O:8][C:9]([N:11]2[CH:20]=[CH:19][N:18]3[C:13](=[CH:14][O:15][C:16]4[CH:24]=[C:23]([NH:25][C:46]([O:45][CH2:38][C:39]5[CH:44]=[CH:43][CH:42]=[CH:41][CH:40]=5)=[O:47])[CH:22]=[CH:21][C:17]=43)[CH2:12]2)=[O:10])[CH:6]=[CH:5][CH:4]=[CH:3][CH:2]=1 |f:1.2,3.4.5|. The solvent is O1CCCC1 (tetrahydrofuran), CO (methanol). The reactants are C1(=CC=CC=C1)COC(=O)N1CC2COC3=C(N2CC1)C=CC(=C3)[N+](=O)[O-] (1, 2, 4a, 5-Tetrahydro-8-nitro-pyrazino[2, 1-c] [1, 4]benzoxazine-3(4 H)-carboxylic acid phenylmethyl ester), C(C1=CC=CC=C1)OC(=O)Cl (benzyloxycarbonylchloride), C([O-])([O-])=O.[K+].[K+] (potassium carbonate), C(=O)[O-].[NH4+] (ammonium formate). Reagents/catalysts: [Pd] (palladium on carbon). Yields the product C1(=CC=CC=C1)COC(=O)N1CC2=COC3=C(N2C=C1)C=CC(=C3)NC(=O)OCC3=CC=CC=C3 ((+/-)-8-[[(Phenylmethoxy)carbonyl]amino]-pyrazino [2, 1-c] [1, 4]benzoxazine-3(4 H)-carboxylic acid phenylmethyl ester). Starting materials: C(C)(C)(C)OCC(CC(=O)OCC)=O (Ethyl 4-t-butoxyacetoacetate), [BH4-].[Na+] (sodium borohydride), O (water). Run in Heterocycles, CO (methanol). Reaction conditions: time 1 hour. Yields the product C(C)(C)(C)OCC(CC(=O)OCC)O (ethyl (±)-4-t-butoxy-3-hydroxybutanoate). Yield: 83.7%. Reaction SMILES: [C:1]([O:5][CH2:6][C:7](=[O:14])[CH2:8][C:9]([O:11][CH2:12][CH3:13])=[O:10])([CH3:4])([CH3:3])[CH3:2].[BH4-].[Na+].O>CO>[C:1]([O:5][CH2:6][CH:7]([OH:14])[CH2:8][C:9]([O:11][CH2:12][CH3:13])=[O:10])([CH3:3])([CH3:4])[CH3:2] |f:1.2|. Reported procedure: Ethyl 4-t-butoxyacetoacetate (20.0 g) synthesized according to the method described in Heterocycles 26, 2841 (1987) was dissolved in methanol (150 mL) and sodium borohydride (1.68 g) was added at a temperature of from 5° C. to 15° C. The mixture was stirred for 1 hr and water (100 mL) was added. The solvent was mostly evaporated, and the organic layer extracted twice with MTBE (150 mL) was washed well with water. MTBE was evaporated to give ethyl (±)-4-t-butoxy-3-hydroxybutanoate (16.9 g). To a ... Reactants: C(=O)O.Cl (formic acid hydrochloric acid), C1(=CC=C(C=C1)S(=O)(=O)O)C.NCCNC(=O)C=1NC=C(C(C1)=O)O (N-(2-Aminoethyl)-1,4-dihydro-5-hydroxy-4-oxo-2-pyridinecarboxamide, p-toluenesulfonate salt), CCOCC (ether). The solvent is C(=O)O (formic acid). Yields the product Cl.Cl.NCCNC(=O)C=1NC=C(C(C1)=O)O (N-(2-Aminoethyl)-1,4-dihydro-5-hydroxy-4-oxo-2-pyridinecarboxamide, dihydrochloride). Reaction SMILES: C1(C)C=CC(S(O)(=O)=O)=CC=1.[NH2:12][CH2:13][CH2:14][NH:15][C:16]([C:18]1[NH:19][CH:20]=[C:21]([OH:25])[C:22](=[O:24])[CH:23]=1)=[O:17].C(O)=O.[ClH:29].CCOCC>C(O)=O>[ClH:29].[ClH:29].[NH2:12][CH2:13][CH2:14][NH:15][C:16]([C:18]1[NH:19][CH:20]=[C:21]([OH:25])[C:22](=[O:24])[CH:23]=1)=[O:17] |f:0.1,2.3,6.7.8|. Reported procedure: N-(2-Aminoethyl)-1,4-dihydro-5-hydroxy-4-oxo-2-pyridinecarboxamide, p-toluenesulfonate salt (5.42 g) was dissolved in 50 ml of formic acid and 7.5 ml of formic acid/hydrochloric acid gas (2.2 equivalents hydrochloric acid) was added followed by 150 ml of ether; white crystals of were obtained. Isolation by filtration and washing with 200 ml of ether yielded 2.60 g of the title compound, melting point 287° C.